From a dataset of the Open Reaction Database (ORD), a public repository of structured organic reaction records. describe an organic reaction: reactants, conditions, products, and yield Reactants: COCCOCCBr, CC(C)(C)OC(=O)N1CCCN(c2nc3ccccc3[nH]2)CC1, CN(C)C=O, [H-], [Na+], O. Product: COCCOCCn1c(N2CCCN(C(=O)OC(C)(C)C)CC2)nc2ccccc21. RXN SMILES: [Br:31][CH2:32][CH2:33][O:34][CH2:35][CH2:36][O:37][CH3:38].[C:1]([CH3:2])([CH3:3])([CH3:4])[O:5][C:6](=[O:7])[N:8]1[CH2:9][CH2:10][N:11]([c:15]2[n:16][c:17]3[c:18]([nH:19]2)[cH:20][cH:21][cH:22][cH:23]3)[CH2:12][CH2:13][CH2:14]1.[CH3:24][N:25]([CH3:26])[CH:27]=[O:28].[H-:29].[Na+:30].[OH2:39]>>[C:1]([CH3:2])([CH3:3])([CH3:4])[O:5][C:6](=[O:7])[N:8]1[CH2:9][CH2:10][N:11]([c:15]2[n:16]([CH2:32][CH2:33][O:34][CH2:35][CH2:36][O:37][CH3:38])[c:17]3[c:18]([n:19]2)[cH:20][cH:21][cH:22][cH:23]3)[CH2:12][CH2:13][CH2:14]1.